This data is from the Open Reaction Database (ORD), a public repository of structured organic reaction records. The task is: describe an organic reaction: reactants, conditions, products, and yield Reactants: ClC1=CC=C(C=C1)N1N=C(C(=C1)C(O)C1CCCCC1)C ([1-(4-chlorophenyl)-3-methyl-1H-pyrazol-4-yl](cyclohexyl)methanol), NC1=CC=C(C=C1)C(=O)N(CCC(=O)OCC)C (ethyl 3-{[(4-aminophenyl)carbonyl](methyl)amino}propanoate). Product: ClC1=CC=C(C=C1)N1N=C(C(=C1)C(C1CCCCC1)NC1=CC=C(C=C1)C(=O)N(CCC(=O)O)C)C (3-[{[4-({[1-(4-chlorophenyl)-3-methyl-1H-pyrazol-4-yl](cyclohexyl)methyl}amino)phenyl]carbonyl}(methyl)amino]-propanoic acid). Yield: 80.6%. Reaction SMILES: [Cl:1][C:2]1[CH:7]=[CH:6][C:5]([N:8]2[CH:12]=[C:11]([CH:13]([CH:15]3[CH2:20][CH2:19][CH2:18][CH2:17][CH2:16]3)O)[C:10]([CH3:21])=[N:9]2)=[CH:4][CH:3]=1.[NH2:22][C:23]1[CH:28]=[CH:27][C:26]([C:29]([N:31]([CH3:39])[CH2:32][CH2:33][C:34]([O:36]CC)=[O:35])=[O:30])=[CH:25][CH:24]=1>>[Cl:1][C:2]1[CH:7]=[CH:6][C:5]([N:8]2[CH:12]=[C:11]([CH:13]([NH:22][C:23]3[CH:24]=[CH:25][C:26]([C:29]([N:31]([CH3:39])[CH2:32][CH2:33][C:34]([OH:36])=[O:35])=[O:30])=[CH:27][CH:28]=3)[CH:15]3[CH2:20][CH2:19][CH2:18][CH2:17][CH2:16]3)[C:10]([CH3:21])=[N:9]2)=[CH:4][CH:3]=1. Reported procedure: Using [1-(4-chlorophenyl)-3-methyl-1H-pyrazol-4-yl](cyclohexyl)methanol (0.46 g) synthesized in Example 19(3) and ethyl 3-{[(4-aminophenyl)carbonyl](methyl)amino}propanoate (0.25 g) synthesized in Example 2(2) and in the same manner as in Example 1(7), the title object compound (0.41 g, 57%) was obtained as a white solid. The reactants are CCCC[N+](CCCC)(CCCC)CCCC, CCOC(C)=O, [F-], C1CCOC1, CCCC(=O)Nc1nn(COCC[Si](C)(C)C)c2cc(-c3cccc(OCc4ccccc4)c3)ccc12. Product: CCCC(=O)Nc1n[nH]c2cc(-c3cccc(OCc4ccccc4)c3)ccc12. RXN SMILES: [CH3:2][CH2:3][CH2:4][CH2:5][N+:6]([CH2:7][CH2:8][CH2:9][CH3:10])([CH2:11][CH2:12][CH2:13][CH3:14])[CH2:15][CH2:16][CH2:17][CH3:18].[CH3:61][CH2:62][O:63][C:64](=[O:65])[CH3:66].[F-:1].[O:56]1[CH2:57][CH2:58][CH2:59][CH2:60]1.[c:19]1([CH2:25][O:26][c:27]2[cH:28][c:29](-[c:33]3[cH:34][cH:35][c:36]4[c:37]([NH:50][C:51]([CH2:52][CH2:53][CH3:54])=[O:55])[n:38][n:39]([CH2:42][O:43][CH2:44][CH2:45][Si:46]([CH3:47])([CH3:48])[CH3:49])[c:40]4[cH:41]3)[cH:30][cH:31][cH:32]2)[cH:20][cH:21][cH:22][cH:23][cH:24]1>>[c:19]1([CH2:25][O:26][c:27]2[cH:28][c:29](-[c:33]3[cH:34][cH:35][c:36]4[c:37]([NH:50][C:51]([CH2:52][CH2:53][CH3:54])=[O:55])[n:38][nH:39][c:40]4[cH:41]3)[cH:30][cH:31][cH:32]2)[cH:20][cH:21][cH:22][cH:23][cH:24]1. The reactants are COC1=C(CCl)C=CC=C1 (2-methoxybenzyl chloride), ClC=1C=C2C(C(NC2=CC1)=O)=O (5-chloroisatin). Yields the product ClC=1C=C2C(C(NC2=CC1)=O)(CC1=C(C=CC=C1)OC)O (5-chloro-3-hydroxy-3-(2-methoxybenzyl)-1,3-dihydro-2H-indol-2-one). Isolated yield 30.2%. RXN SMILES: [CH3:1][O:2][C:3]1[CH:10]=[CH:9][CH:8]=[CH:7][C:4]=1[CH2:5]Cl.[Cl:11][C:12]1[CH:13]=[C:14]2[C:18](=[CH:19][CH:20]=1)[NH:17][C:16](=[O:21])[C:15]2=[O:22]>>[Cl:11][C:12]1[CH:13]=[C:14]2[C:18](=[CH:19][CH:20]=1)[NH:17][C:16](=[O:21])[C:15]2([OH:22])[CH2:5][C:4]1[CH:7]=[CH:8][CH:9]=[CH:10][C:3]=1[O:2][CH3:1]. Procedure: With 4.50 g of 2-methoxybenzyl chloride and 4.34 g of 5-chloroisatin as starting materials, 2.19 g of the title compound (orange red solid) was obtained by a similar method to Step 21-1. The reactants are solution, C(C=C)#N (acrylonitrile), O (water). Reagents/catalysts: catalyst. The product is C(C=C)#N (acrylonitrile), C(C=C)(=O)N (acrylamide). Isolated yield 87.9%. RXN SMILES: [C:1](#[N:4])[CH:2]=[CH2:3].[OH2:5]>>[C:1](#[N:4])[CH:2]=[CH2:3].[C:1]([NH2:4])(=[O:5])[CH:2]=[CH2:3]. Procedure details: One gram of the catalyst prepared was reacted with 5 grams of a 7% solution of acrylonitrile in water at 135° C. for one hour to give a 72.5% conversion of acrylonitrile with an 87.9% yield of acrylamide.